Dataset: the Open Reaction Database (ORD), a public repository of structured organic reaction records. Task: describe an organic reaction: reactants, conditions, products, and yield The reactants are BrC1=CC(=CC=C1)I (1-bromo-3-iodobenzene), C(CC#C)O (3-butyn-ol). The solvent is C(C)#N (acetonitrile), C(C)N(CC)CC (triethylamine). Run at time 18 hour. Product: BrC=1C=C(C=CC1)C#CCCO (4-(3-Bromophenyl)but-3-yn-1-ol). RXN SMILES: [Br:1][C:2]1[CH:7]=[CH:6][CH:5]=[C:4](I)[CH:3]=1.[CH2:9]([OH:13])[CH2:10][C:11]#[CH:12]>C(#N)C.C(N(CC)CC)C>[Br:1][C:2]1[CH:3]=[C:4]([C:12]#[C:11][CH2:10][CH2:9][OH:13])[CH:5]=[CH:6][CH:7]=1. Procedure: A stirred, cooled solution of 1-bromo-3-iodobenzene (31 g) and 3-butyn-ol (7 ml) in acetonitrile (100 ml) and triethylamine (100 ml) was purged with nitrogen for 20 min under nitrogen. Dichlorobis(triphenylphosphine)palladium (500 mg) and cuprous iodide (800 mg) were added. The mixture was stirred for 18 h and then the solvent was removed in-vacuo. The residual oil was triturated with ethyl acetate (200 ml) and filtered. The filtrate was evaporated to dryness and the residue was purified by chro...